This data is from the Open Reaction Database (ORD), a public repository of structured organic reaction records. The task is: describe an organic reaction: reactants, conditions, products, and yield The reactants are CC1(OB(OC1(C)C)C=1C=C2C=CC(=CC2=CC1)C1=CN=C(N1)[C@H]1N(CCC1)C(=O)OC(C)(C)C)C ((S)-tert-butyl 2-(5-(6-(4,4,5,5-tetramethyl-1,3,2-dioxaborolan-2-yl)naphthalen-2-yl)-1H-imidazol-2-yl)pyrrolidine-1-carboxylate), BrC1=CC=C(C=C1)C1=CN=C(N1)[C@H]1N(CC2(OCCO2)C1)C([C@H](C(C)C)NC(OC)=O)=O (methyl (S)-1-((S)-8-(5-(4-bromophenyl)-1H-imidazol-2-yl)-1,4-dioxa-7-azaspiro[4.4]nonan-7-yl)-3-methyl-1-oxobutan-2-ylcarbamate), C([O-])([O-])=O.[K+].[K+] (potassium carbonate). Reagents/catalysts: C1=CC=C(C=C1)P([C-]2C=CC=C2)C3=CC=CC=C3.C1=CC=C(C=C1)P([C-]2C=CC=C2)C3=CC=CC=C3.Cl[Pd]Cl.[Fe+2] (Pd(dppf)Cl2). Solvent: O1CCOCC1 (1,4-dioxane), CCOC(=O)C (EtOAc). Run at temperature 110 celsius. The product is COC(=O)N[C@H](C(=O)N1CC2(OCCO2)C[C@H]1C=1NC(=CN1)C1=CC=C(C=C1)C=1C=C2C=CC(=CC2=CC1)C1=CN=C(N1)[C@H]1N(CCC1)C(=O)OC(C)(C)C)C(C)C ((S)-tert-butyl 2-(5-(6-(4-(2-((S)-7-((S)-2-(methoxycarbonylamino)-3-methylbutanoyl)-1,4-dioxa-7-azaspiro[4.4]nonan-8-yl)-1H-imidazol-5-yl)phenyl)naphthalen-2-yl)-1H-imidazol-2-yl)pyrrolidine-1-carboxylate). Reaction SMILES: CC1(C)C(C)(C)OB([C:9]2[CH:10]=[C:11]3[C:16](=[CH:17][CH:18]=2)[CH:15]=[C:14]([C:19]2[NH:23][C:22]([C@@H:24]4[CH2:28][CH2:27][CH2:26][N:25]4[C:29]([O:31][C:32]([CH3:35])([CH3:34])[CH3:33])=[O:30])=[N:21][CH:20]=2)[CH:13]=[CH:12]3)O1.Br[C:38]1[CH:43]=[CH:42][C:41]([C:44]2[NH:48][C:47]([C@@H:49]3[CH2:57][C:52]4([O:56][CH2:55][CH2:54][O:53]4)[CH2:51][N:50]3[C:58](=[O:68])[C@@H:59]([NH:63][C:64](=[O:67])[O:65][CH3:66])[CH:60]([CH3:62])[CH3:61])=[N:46][CH:45]=2)=[CH:40][CH:39]=1.C(=O)([O-])[O-].[K+].[K+]>O1CCOCC1.CCOC(C)=O.C1C=CC(P(C2C=CC=CC=2)[C-]2C=CC=C2)=CC=1.C1C=CC(P(C2C=CC=CC=2)[C-]2C=CC=C2)=CC=1.Cl[Pd]Cl.[Fe+2]>[CH3:66][O:65][C:64]([NH:63][C@@H:59]([CH:60]([CH3:62])[CH3:61])[C:58]([N:50]1[C@H:49]([C:47]2[NH:48][C:44]([C:41]3[CH:40]=[CH:39][C:38]([C:9]4[CH:10]=[C:11]5[C:12](=[CH:17][CH:18]=4)[CH:13]=[C:14]([C:19]4[NH:23][C:22]([C@@H:24]6[CH2:28][CH2:27][CH2:26][N:25]6[C:29]([O:31][C:32]([CH3:34])([CH3:35])[CH3:33])=[O:30])=[N:21][CH:20]=4)[CH:15]=[CH:16]5)=[CH:43][CH:42]=3)=[CH:45][N:46]=2)[CH2:57][C:52]2([O:56][CH2:55][CH2:54][O:53]2)[CH2:51]1)=[O:68])=[O:67] |f:2.3.4,7.8.9.10|. Reported procedure: (S)-tert-butyl 2-(5-(6-(4,4,5,5-tetramethyl-1,3,2-dioxaborolan-2-yl)naphthalen-2-yl)-1H-imidazol-2-yl)pyrrolidine-1-carboxylate (150 mg, 0.296 mmol) and methyl (S)-1-((S)-8-(5-(4-bromophenyl)-1H-imidazol-2-yl)-1,4-dioxa-7-azaspiro[4.4]nonan-7-yl)-3-methyl-1-oxobutan-2-ylcarbamate (174 mg, 0.355 mmol) were weighed out in a microwave vessel and dissolved in 1,4-dioxane (3 mL), followed by 2M potassium carbonate (444 uL, 0.888 mmol) and Pd(dppf)Cl2 (21 mg, 0.03 mmol). The mixture was sonicated for ...